The task is: describe an organic reaction: reactants, conditions, products, and yield. This data is from the Open Reaction Database (ORD), a public repository of structured organic reaction records. Reactants: S1C2=C(C=C1)C(=CC=C2)CC=O (2-benzo[b]thiophen-4-ylacetaldehyde), O (Water), B.[Na] (sodium boron hydride), Cl (hydrochloric acid), ice. Solvent: CO (methanol), C(C)(=O)OCC (ethyl acetate), CO (methanol). Conditions: time 30 minute. The product is S1C2=C(C=C1)C(=CC=C2)CCO (2-benzo[b]-thiophen-4-yl-1-ethanol). Isolated yield 60.0%. RXN SMILES: B.[Na].[S:3]1[CH:7]=[CH:6][C:5]2[C:8]([CH2:12][CH:13]=[O:14])=[CH:9][CH:10]=[CH:11][C:4]1=2.O.Cl>CO.C(OCC)(=O)C>[S:3]1[CH:7]=[CH:6][C:5]2[C:8]([CH2:12][CH2:13][OH:14])=[CH:9][CH:10]=[CH:11][C:4]1=2 |f:0.1,^1:1|. Procedure: In 8 mL of 90% methanol is suspended 0.16 g of sodium boron hydride. At an ice-cooled temperature, a solution of 1.45 g of 2-benzo[b]thiophen-4-ylacetaldehyde in 6 mL of methanol is dropwise added to the suspension obtained above, and the resulting mixture is stirred at ambient temperature for 30 minutes. Water and ethyl acetate are added to the reaction mixture, pH is adjusted to 2.0 with 6 mol/L hydrochloric acid, and the organic layer is separated. The organic layer is washed with saturated a... Starting materials: BrC1=C(C=C(C=C1)/C=C/CCC(=O)O)F ((E)-5-(4-bromo-3-fluorophenyl)pent-4-enoic acid), sulfide platinum. Solvent: CC(C)O (2-propanol). Conditions: time 3 hour. The product is BrC1=C(C=C(C=C1)CCCCC(=O)O)F (5-(4-bromo-3-fluorophenyl)pentanoic acid). The yield is 95.0%. As a reaction SMILES: [Br:1][C:2]1[CH:7]=[CH:6][C:5](/[CH:8]=[CH:9]/[CH2:10][CH2:11][C:12]([OH:14])=[O:13])=[CH:4][C:3]=1[F:15]>CC(O)C>[Br:1][C:2]1[CH:7]=[CH:6][C:5]([CH2:8][CH2:9][CH2:10][CH2:11][C:12]([OH:14])=[O:13])=[CH:4][C:3]=1[F:15]. Reported procedure: To a solution of (E)-5-(4-bromo-3-fluorophenyl)pent-4-enoic acid from step L1 (420 mg, 1.54 mmol) in 2-propanol (5 mL), was added sulfide platinum 5 weight % on carbon (100 mg, 0.513 mmol). The mixture was stirred under a hydrogen filled balloon for 3 h. The solid was filtered off. The filtrate concentrated in vacuo to afford 5-(4-bromo-3-fluorophenyl)pentanoic acid (400 mg, 1.45 mmol, 95% yield). 1H NMR (500 HMz, chloroform-d) δ 7.45 (dd, J=8.0, 7.4 Hz, 1H), 6.96 (dd, J=9.7, 1.9 Hz, 1H), 6.86 (... Reactants: CC/1(N2C(CC2O\C1=C/C1=CC=CC=C1)=O)C(=O)OCC (Ethyl (Z)-2-methyl-3-benzylidene-7-oxo-4-oxa-1-azabicyclo[3.2.0]-heptane-2-carboxylate), [OH-].[Na+] (NaOH). Reaction SMILES: [CH3:1][C:2]1([C:17]([O:19]CC)=[O:18])[N:3]2[CH:6]([O:7]/[C:8]/1=[CH:9]\[C:10]1[CH:15]=[CH:14][CH:13]=[CH:12][CH:11]=1)[CH2:5][C:4]2=[O:16].[OH-].[Na+:23]>C1COCC1>[CH3:1][C:2]1([C:17]([O-:19])=[O:18])[N:3]2[CH:6]([O:7]/[C:8]/1=[CH:9]\[C:10]1[CH:15]=[CH:14][CH:13]=[CH:12][CH:11]=1)[CH2:5][C:4]2=[O:16].[Na+:23] |f:1.2,4.5|. Isolated yield 82.0%. Solvent: C1CCOC1 (THF). Reported procedure: Ethyl (Z)-2-methyl-3-benzylidene-7-oxo-4-oxa-1-azabicyclo[3.2.0]-heptane-2-carboxylate (0.05 g, 0.174 mmole) was dissolved in 2 ml THF/2 ml H2O, ice cooled and treated with 1 N NaOH (0.174 ml). After 2 hours the solution was ether washed, brought to pH 7 with dil. HCl and freeze dried to yield the title compound (82%) as a off-white solid. νmax (KBr): 1772, 1673, 1600, 1390, 1208, 1034 cm-1. δ(D2O-ref HOD=4.45δ); 1.64 (s, 3H, 2-CH3), 2.88 (d, J=17 Hz, 1H, C6-H trans to C5-H), 3.30 (dd, J=17 and ... The product is CC/1(N2C(CC2O\C1=C/C1=CC=CC=C1)=O)C(=O)[O-].[Na+] (Sodium (Z)-2-methyl-3-benzylidene-7-oxo-4-oxa-1-azabicyclo-[3.2.0]-heptane-2-carboxylate). Conditions: time 2 hour. Reactants: solid, Cl.Cl.O1CCC2=C1C=CC=C2C2CCN(CC2)CC[C@@H]2CC[C@H](CC2)N (trans-4-{2-[4-(2,3-dihydro-benzofuran-4-yl)-piperidin-1-yl]-ethyl}-cyclohexylamine dihydrochloride), Cl.Cl.O1CCC2=C1C=CC=C2C2CCN(CC2)CC[C@@H]2CC[C@H](CC2)N (trans-4-{2-[4-(2,3-dihydro-benzofuran-4-yl)-piperidin-1-yl]-ethyl}-cyclohexylamine dihydrochloride), C(C\C=C\C)(=O)O ((E)-pent-3-enoic acid). The product is O1CCC2=C1C=CC=C2C2CCN(CC2)CC[C@@H]2CC[C@H](CC2)NC(C\C=C\C)=O ((E)-Pent-3-enoic acid trans-(4-{2-[4-(2,3-dihydro-benzofuran-4-yl)-piperidin-1-yl]-ethyl}-cyclohexyl)-amide). As a reaction SMILES: Cl.Cl.[O:3]1[C:7]2[CH:8]=[CH:9][CH:10]=[C:11]([CH:12]3[CH2:17][CH2:16][N:15]([CH2:18][CH2:19][C@H:20]4[CH2:25][CH2:24][C@H:23]([NH2:26])[CH2:22][CH2:21]4)[CH2:14][CH2:13]3)[C:6]=2[CH2:5][CH2:4]1.[C:27](O)(=[O:32])[CH2:28]/[CH:29]=[CH:30]/[CH3:31]>>[O:3]1[C:7]2[CH:8]=[CH:9][CH:10]=[C:11]([CH:12]3[CH2:17][CH2:16][N:15]([CH2:18][CH2:19][C@H:20]4[CH2:21][CH2:22][C@H:23]([NH:26][C:27](=[O:32])[CH2:28]/[CH:29]=[CH:30]/[CH3:31])[CH2:24][CH2:25]4)[CH2:14][CH2:13]3)[C:6]=2[CH2:5][CH2:4]1 |f:0.1.2|. Procedure details: The title compound, white solid (77 mg, 75%), MS (ISP) m/z=411.4 [(M+H)+], mp 196° C., was prepared in accordance with the general method of example 1 from trans-4-{2-[4-(2,3-dihydro-benzofuran-4-yl)-piperidin-1-yl]-ethyl}-cyclohexylamine dihydrochloride (intermediate B) (100 mg, 0.25 mmol) and (E)-pent-3-enoic acid. The reactants are CCCCCCN1CC2C(C1)C2(C)c1ccc([N+](=O)[O-])c(N)c1, CCO, [H][H]. The product is CCCCCCN1CC2C(C1)C2(C)c1ccc(N)c(N)c1. RXN SMILES: [CH2:1]([CH2:2][CH2:3][CH2:4][CH2:5][CH3:6])[N:7]1[CH2:8][CH:9]2[C:10]([CH3:13])([c:14]3[cH:15][cH:16][c:17]([N+:21]([O-:22])=[O:23])[c:18]([NH2:20])[cH:19]3)[CH:11]2[CH2:12]1.[CH3:26][CH2:27][OH:28].[H:24][H:25]>>[CH2:1]([CH2:2][CH2:3][CH2:4][CH2:5][CH3:6])[N:7]1[CH2:8][CH:9]2[C:10]([CH3:13])([c:14]3[cH:15][cH:16][c:17]([NH2:21])[c:18]([NH2:20])[cH:19]3)[CH:11]2[CH2:12]1. Solvent: O1CCCC1 (tetrahydrofuran), O1CCCC1 (tetrahydrofuran). Yields the product NC(CC(CC)(O)CC)C1(CCC1)C1=CC=C(C=C1)Cl (1-amino-1-[1-(4-chlorophenyl)cyclobutyl]-3-ethylpentan-3-ol). Starting materials: ClC1=CC=C(C=C1)C1(CCC1)C(CC(CC)(O)CC)=N (1-[1-(4-chlorophenyl)cyclobutyl]-3-ethyl-1-iminopentan-3-ol), solution, O (water), [OH-].[Na+] (sodium hydroxide). Reported procedure: A solution of 1-[1-(4-chlorophenyl)cyclobutyl]-3-ethyl-1-iminopentan-3-ol (1.6 g) in dry tetrahydrofuran (20 ml) was treated under nitrogen with boranetetrahydrofuran complex (1M solution in tetrahydrofuran 10 ml) and the mixture was heated under reflux for 24 hours. The mixture was cooled in ice and water and then 2N sodium hydroxide solution were added. The resulting mixture was extracted with ether and the extracts were washed, dried and evaporated to give 1-amino-1-[1-(4-chlorophenyl)cyclobu... Reaction SMILES: [Cl:1][C:2]1[CH:7]=[CH:6][C:5]([C:8]2([C:12](=[NH:20])[CH2:13][C:14]([CH2:18][CH3:19])([OH:17])[CH2:15][CH3:16])[CH2:11][CH2:10][CH2:9]2)=[CH:4][CH:3]=1.O.[OH-].[Na+]>O1CCCC1>[NH2:20][CH:12]([C:8]1([C:5]2[CH:4]=[CH:3][C:2]([Cl:1])=[CH:7][CH:6]=2)[CH2:11][CH2:10][CH2:9]1)[CH2:13][C:14]([CH2:15][CH3:16])([OH:17])[CH2:18][CH3:19] |f:2.3|. Reactants: COC1=C(CN2C(=NC3=CC=CC=C3C2)N)C=CC=C1 (3-(2-methoxybenzyl)-3,4-dihydroquinazolin-2-amine), Cl.N1=CC=CC=C1 (pyridine hydrochloride). The solvent is O (water). Run at temperature 140 celsius. The product is NC1=NC2=CC=CC=C2CN1CC1=C(C=CC=C1)O (2-[(2-Aminoquinazolin-3(4H)-yl)methyl]phenol). Reaction SMILES: C[O:2][C:3]1[CH:20]=[CH:19][CH:18]=[CH:17][C:4]=1[CH2:5][N:6]1[CH2:15][C:14]2[C:9](=[CH:10][CH:11]=[CH:12][CH:13]=2)[N:8]=[C:7]1[NH2:16].Cl.N1C=CC=CC=1>O>[NH2:16][C:7]1[N:6]([CH2:5][C:4]2[CH:17]=[CH:18][CH:19]=[CH:20][C:3]=2[OH:2])[CH2:15][C:14]2[C:9](=[CH:10][CH:11]=[CH:12][CH:13]=2)[N:8]=1 |f:1.2|. Reported procedure: 120 mg (0.45 mmol) 3-(2-methoxybenzyl)-3,4-dihydroquinazolin-2-amine and 5 g pyridine hydrochloride were combined and heated for 4 hours at approx. 140° C. After cooling the melt, the residue was dissolved in water, extracted three times with dichloromethane and the combined organic phases were dried, filtered and evaporated. The resulting crude product was purified over MPLC (silica gel: Bischoff Prontoprep 60-2540-C18E, 32 μm; mobile phase: CH3CN/H2O+0.1% acetic acid) and subsequent lyophiliza... Starting materials: c1(ccccc1)S(O)(=O)=O, c1c(nn2c1c(nc(c2)c1cnn(c1)C)O)C(=O)O. The reagents and catalysts are c1ccc(cc1)-c2c3ccccc3cc4ccccc24 (9-Phenylanthracene). The solvent is O (Water). Run at temperature 150 celsius, time 18 hour. Product: Cn1cc(cn1)c2cn3nccc3c(O)n2. RXN SMILES: [CH3:1][n:2]1[n:6][cH:5][c:4]([c:7]2[n:16][c:14]([OH:15])[c:13]([n:9]3[cH:8]2)[cH:12][c:11](C(O)=O)[n:10]3)[cH:3]1>>[CH3:1][n:2]1[n:6][cH:5][c:4]([c:7]2[n:16][c:14]([OH:15])[c:13]([n:9]3[cH:8]2)[cH:12][cH:11][n:10]3)[cH:3]1. Starting materials: O=C([O-])[O-], CCCCCCCCCc1ccccc1O, CI, CC(C)=O, [K+], [K+], O. The product is CCCCCCCCCc1ccccc1OC. Reaction SMILES: [C:19](=[O:20])([O-:21])[O-:22].[CH2:1]([CH2:2][CH2:3][CH2:4][CH2:5][CH2:6][CH2:7][CH2:8][CH3:9])[c:10]1[c:11]([OH:16])[cH:12][cH:13][cH:14][cH:15]1.[CH3:17][I:18].[CH3:25][C:26](=[O:27])[CH3:28].[K+:23].[K+:24].[OH2:29]>>[CH2:1]([CH2:2][CH2:3][CH2:4][CH2:5][CH2:6][CH2:7][CH2:8][CH3:9])[c:10]1[c:11]([O:16][CH3:19])[cH:12][cH:13][cH:14][cH:15]1.